Dataset: the Open Reaction Database (ORD), a public repository of structured organic reaction records. Task: describe an organic reaction: reactants, conditions, products, and yield The reactants are ClCCC1OC2=C(C(N(C1)C)=O)C=C(C=C2)[N+](=O)[O-] (2-(2-chloroethyl)-2,3-dihydro-4-methyl-7-nitro-1,4-benzoxazepin-5(4H)-one), P12(=S)SP3(=S)SP(=S)(S1)SP(=S)(S2)S3 (phosphorus pentasulfide), P12(=S)SP3(=S)SP(=S)(S1)SP(=S)(S2)S3 (phosphorus pentasulfide). Run in C1(=CC=CC=C1)C (toluene), C(C)#N (acetonitrile). Conditions: time 2 hour. Yields the product ClCCC1OC2=C(C(N(C1)C)=S)C=C(C=C2)[N+](=O)[O-] (2-(2-Chloroethyl)-2,3-dihydro-4-methyl-7-nitro-1,4-benzoxazepine-5(4H)-thione). The yield is 173.5%. Reaction SMILES: [Cl:1][CH2:2][CH2:3][CH:4]1[CH2:10][N:9]([CH3:11])[C:8](=O)[C:7]2[CH:13]=[C:14]([N+:17]([O-:19])=[O:18])[CH:15]=[CH:16][C:6]=2[O:5]1.P12(SP3(SP(SP(S3)(S1)=S)(=S)S2)=S)=[S:21]>C(#N)C.C1(C)C=CC=CC=1>[Cl:1][CH2:2][CH2:3][CH:4]1[CH2:10][N:9]([CH3:11])[C:8](=[S:21])[C:7]2[CH:13]=[C:14]([N+:17]([O-:19])=[O:18])[CH:15]=[CH:16][C:6]=2[O:5]1. Procedure: To 2.0 g (0.007 mole) of 2-(2-chloroethyl)-2,3-dihydro-4-methyl-7-nitro-1,4-benzoxazepin-5(4H)-one in 35 ml of acetonitrile was added 1.0 g (0.0023 mole) of phosphorus pentasulfide and the mixture heated to reflux for 2 hr. Another 0.4 g (0.001 mole) of phosphorus pentasulfide was added and heating continued for 2 hr. After cooling, the reaction mixture was diluted with 100 ml of toluene and filtered. The filtrate was washed with 3×50 ml of saturated sodium bicarbonate and 100 ml of water, dried... The reactants are FC(S(=O)(=O)OCC(C1=CC=CC=C1)(F)F)(F)F (2,2-difluoro-2-phenyl-ethyl trifluoromethanesulfonate), [N-]=[N+]=[N-].[Na+] (sodium azide). Run in CN(C)C=O (DMF), O (water). Product: N(=[N+]=[N-])CC(F)(F)C1=CC=CC=C1 ((2-Azido-1,1-difluoro-ethyl)-benzene). Isolated yield 99.1%. RXN SMILES: FC(F)(F)S(O[CH2:7][C:8]([F:16])([F:15])[C:9]1[CH:14]=[CH:13][CH:12]=[CH:11][CH:10]=1)(=O)=O.[N-:19]=[N+:20]=[N-:21].[Na+]>CN(C=O)C.O>[N:19]([CH2:7][C:8]([C:9]1[CH:14]=[CH:13][CH:12]=[CH:11][CH:10]=1)([F:16])[F:15])=[N+:20]=[N-:21] |f:1.2|. Procedure details: Heat at 60° C. a solution of 2,2-difluoro-2-phenyl-ethyl trifluoromethanesulfonate (759 mg, 2.617 mmol) and sodium azide (357 mg, 5.496 mmol) in anhydrous DMF (10 mL) under nitrogen for 3 h. Cool the reaction mixture to room temperature. Dilute with water and extract the aqueous phase twice with diethyl ether. Wash the combined organic extracts twice with ice-cold water, dry over Na2SO4, filter and concentrate in vacuo to provide the desired intermediate as an oil (475 mg, 99%) that was used wit...